This data is from the Open Reaction Database (ORD), a public repository of structured organic reaction records. The task is: describe an organic reaction: reactants, conditions, products, and yield The reactants are FC1=CC=C(C=C1)CC(=O)O (2-(4-fluorophenyl)acetic acid), Cl.CONC (methoxy(methyl)amine hydrochloride), Cl.C(C)N=C=NCCCN(C)C (1-Ethyl-3-(3-dimethylaminopropyl) carbodiimide hydrochloride), CCN(C(C)C)C(C)C (DIEA). The reagents and catalysts are CN(C1=CC=NC=C1)C (4-dimethylaminopyridine). The solvent is CCOC(=O)C (EtOAc), C(Cl)Cl (CH2Cl2). Run at time 16 hour. Yields the product FC1=CC=C(C=C1)CC(=O)N(C)OC (2-(4-fluorophenyl)-N-methoxy-N-methylacetamide). Isolated yield 93.8%. RXN SMILES: [F:1][C:2]1[CH:7]=[CH:6][C:5]([CH2:8][C:9]([OH:11])=O)=[CH:4][CH:3]=1.Cl.[CH3:13][O:14][NH:15][CH3:16].Cl.C(N=C=NCCCN(C)C)C.CCN(C(C)C)C(C)C>C(Cl)Cl.CN(C)C1C=CN=CC=1.CCOC(C)=O>[F:1][C:2]1[CH:7]=[CH:6][C:5]([CH2:8][C:9]([N:15]([O:14][CH3:13])[CH3:16])=[O:11])=[CH:4][CH:3]=1 |f:1.2,3.4|. Procedure: To a stirred solution of 2-(4-fluorophenyl)acetic acid (15 g, 97.32 mmol, 1.00 equiv) in CH2Cl2 (300 mL) was added methoxy(methyl)amine hydrochloride (11.1 g, 113.79 mmol, 1.20 equiv), 4-dimethylaminopyridine (12 g, 98.22 mmol, 1.00 equiv), 1-Ethyl-3-(3-dimethylaminopropyl) carbodiimide hydrochloride (28.2 g, 147.10 mmol, 1.50 equiv), and DIEA (37.5 g, 290.14 mmol, 3.00 equiv). The resulting solution was stirred at room temperature for 16 h and then diluted with EtOAc (150 mL). The organics were... Starting materials: CCO, [OH-], [OH-], [Pd+2], CC(C)(C)OC(=O)NC1CC2CN(Cc3ccccc3)CC1O2. The product is CC(C)(C)OC(=O)NC1CC2CNCC1O2. Reaction SMILES: [CH3:24][CH2:25][OH:26].[OH-:27].[OH-:28].[Pd+2:29].[c:1]1([CH2:2][N:8]2[CH2:9][CH:10]3[CH2:11][CH:12]([NH:16][C:17]([O:18][C:19]([CH3:20])([CH3:21])[CH3:22])=[O:23])[CH:13]([CH2:14]2)[O:15]3)[cH:3][cH:4][cH:5][cH:6][cH:7]1>>[NH:8]1[CH2:9][CH:10]2[CH2:11][CH:12]([NH:16][C:17]([O:18][C:19]([CH3:20])([CH3:21])[CH3:22])=[O:23])[CH:13]([CH2:14]1)[O:15]2.